This data is from the Open Reaction Database (ORD), a public repository of structured organic reaction records. The task is: describe an organic reaction: reactants, conditions, products, and yield The reactants are ClC1=CC=C(C=C1)SCCCCOC=1C(=CC2=C(C(OC(N2)=O)(C)C)C1)[N+](=O)[O-] (6-[4-(4-chlorophenylmercapto)-butoxy]-7-nitro-4,4-dimethyl-4H-3,1-benzoxazin-2-one), OO (hydrogen peroxide). Yields the product ClC1=CC=C(C=C1)S(=O)CCCCOC=1C(=CC2=C(C(OC(N2)=O)(C)C)C1)[N+](=O)[O-] (6-[4-(4-Chloro-phenylsulfinyl)-butoxy]-7-nitro-4,4-dimethyl-4H-3,1-benzoxazin-2-one). RXN SMILES: [Cl:1][C:2]1[CH:7]=[CH:6][C:5]([S:8][CH2:9][CH2:10][CH2:11][CH2:12][O:13][C:14]2[C:15]([N+:27]([O-:29])=[O:28])=[CH:16][C:17]3[NH:22][C:21](=[O:23])[O:20][C:19]([CH3:25])([CH3:24])[C:18]=3[CH:26]=2)=[CH:4][CH:3]=1.[OH:30]O>>[Cl:1][C:2]1[CH:7]=[CH:6][C:5]([S:8]([CH2:9][CH2:10][CH2:11][CH2:12][O:13][C:14]2[C:15]([N+:27]([O-:29])=[O:28])=[CH:16][C:17]3[NH:22][C:21](=[O:23])[O:20][C:19]([CH3:24])([CH3:25])[C:18]=3[CH:26]=2)=[O:30])=[CH:4][CH:3]=1. Procedure details: Prepared analogously to Example 2 from 6-[4-(4-chlorophenylmercapto)-butoxy]-7-nitro-4,4-dimethyl-4H-3,1-benzoxazin-2-one and hydrogen peroxide. Starting materials: [Al+3], C1CCOC1, [H-], [H-], [H-], [H-], [Li+], [Na+], [OH-], O, O=C([O-])C1CCC2(CC1)OC(c1ccccc1)C(c1ccccc1)O2. The product is OCC1CCC2(CC1)OC(c1ccccc1)C(c1ccccc1)O2. Reaction SMILES: [Al+3:2].[CH2:35]1[O:36][CH2:37][CH2:38][CH2:39]1.[H-:1].[H-:4].[H-:5].[H-:6].[Li+:3].[Na+:34].[OH-:33].[OH2:32].[c:7]1([CH:13]2[O:14][C:15]3([O:16][CH:17]2[c:18]2[cH:19][cH:20][cH:21][cH:22][cH:23]2)[CH2:24][CH2:25][CH:26]([C:29](=[O:30])[O-:31])[CH2:27][CH2:28]3)[cH:8][cH:9][cH:10][cH:11][cH:12]1>>[c:7]1([CH:13]2[O:14][C:15]3([O:16][CH:17]2[c:18]2[cH:19][cH:20][cH:21][cH:22][cH:23]2)[CH2:24][CH2:25][CH:26]([CH2:29][OH:30])[CH2:27][CH2:28]3)[cH:8][cH:9][cH:10][cH:11][cH:12]1. Isolated yield 78.0%. As a reaction SMILES: CCCC[N+](CCCC)(CCCC)CCCC.[F-].[OH:19][C:20]1[C:44]([O:45][CH3:46])=[CH:43][C:23]2[C:24](=O)[N:25]3[CH2:41][CH2:40][CH2:39][C@H:26]3[C@H:27](O)[N:28](C(OCC[Si](C)(C)C)=O)[C:22]=2[C:21]=1[O:47][CH3:48].C1C[O:52]CC1>CCOC(C)=O>[CH3:46][O:45][C:44]1[C:20]([OH:19])=[C:21]([O:47][CH3:48])[C:22]2[N:28]=[CH:27][CH:26]3[CH2:39][C:40](=[O:52])[CH2:41][N:25]3[CH2:24][C:23]=2[CH:43]=1 |f:0.1|. The solvent is CCOC(=O)C (EtOAc). Conditions: temperature 35 celsius. Reported procedure: A solution of TBAF in THF (4.3 mL of a 1N solution, 4.3 mmol) was added to a rapidly stirred solution of 129 (0.37 g, 0.9 mmol) in THF (10 mL) and the reaction mixture heated to 35° C. for 2 h. The reaction mixture was diluted with EtOAc (50 mL), dried over anhydrous MgSO4, filtered and removal of excess solvent by rotary evaporation under reduced pressure afforded the product as a brown oil (0.18 g, 0.7 mmol, 78%). H1 NMR (CDCl3) mixture of C11/C11′R/S carbinolamine methyl ethers δ 7.08 (s, 1H)... Starting materials: CCCC[N+](CCCC)(CCCC)CCCC.[F-] (TBAF), solution, OC1=C(C2=C(C(N3[C@H]([C@@H](N2C(=O)OCC[Si](C)(C)C)O)CCC3)=O)C=C1OC)OC ((11S,11aS)-8,11-dihydroxy-7,9-dimethoxy-10-N-(2′-trimethylsilylethoxycarbonyl)-1,2,3,10,11,11a-hexahydro-5H-pyrrolo[2,1-c][1,4]benzodiazepin-5-one), C1CCOC1 (THF), C1CCOC1 (THF). Product: COC=1C(=C(C2=C(CN3C(C=N2)CC(C3)=O)C1)OC)O (7,9-dimethoxy-8-Hydroxy-1,2,3,11a-tetrahydropyrrolo[2,1-c][1,4]benzodiazepin-2-one). Starting materials: C1(=C(C(=CC(=C1)C)C)C=O)C (mesitaldehyde), ClC1=CC=CC=C1 (chlorobenzene), C(C)(=O)O (acetic acid). Reagents/catalysts: C(C)(=O)[O-].[Co+2].C(C)(=O)[O-] (cobalt (II) acetate). Run at time 20 minute. Product: C1(=C(C(=CC(=C1)C)C)C(=O)O)C (mesitoic acid). Isolated yield 60.0%. RXN SMILES: [C:1]1([CH3:11])[CH:6]=[C:5]([CH3:7])[CH:4]=[C:3]([CH3:8])[C:2]=1[CH:9]=[O:10].ClC1C=CC=CC=1.C(O)(=[O:21])C>C([O-])(=O)C.[Co+2].C([O-])(=O)C>[C:3]1([CH3:8])[CH:4]=[C:5]([CH3:7])[CH:6]=[C:1]([CH3:11])[C:2]=1[C:9]([OH:21])=[O:10] |f:3.4.5|. Procedure details: To a flask equipped with a stirrer, condenser and oxygen inlet tube were added mesitaldehyde (14.8 g, 0.10 mol), 25 mL of chlorobenzene and a solution of 10 mg of cobalt (II) acetate in 1 mL of acetic acid. Oxygen was bubbled in while the solution was vigorously stirred. The reaction temperature rose to 88° in 20 min and then returned to room temperature after one hour. The reaction mixture was mixed with 60 mL of methylene chloride, and 100 mL of water was added. Aqueous potassium hydroxide (40... Starting materials: C(C)(=O)OCC (ethyl acetate), C1(CCCCC1)COC=1C=2N(C=CC1)C(=C(N2)C)C(=O)NCC(OC)OC (8-(cyclohexylmethoxy)-N-(2,2-dimethoxyethyl)-2-methylimidazolo[1,2-a]pyridine-3-carboxamide), Cl (hydrochloric acid). Solvent: [Cl-].[Na+].O (brine), O1CCOCC1 (dioxane). Conditions: time 7 hour. Product: C1(CCCCC1)COC=1C=2N(C=CC1)C(=C(N2)C)C(=O)NCC=O (8-(cyclohexylmethoxy)-2-methyl-N-(2-oxoethyl)imidazolo[1,2-a]pyridine-3-carboxamide). The yield is 94.0%. RXN SMILES: [CH:1]1([CH2:7][O:8][C:9]2[C:10]3[N:11]([C:15]([C:19]([NH:21][CH2:22][CH:23](OC)[O:24]C)=[O:20])=[C:16]([CH3:18])[N:17]=3)[CH:12]=[CH:13][CH:14]=2)[CH2:6][CH2:5][CH2:4][CH2:3][CH2:2]1.Cl.C(OCC)(=O)C>O1CCOCC1.[Cl-].[Na+].O>[CH:1]1([CH2:7][O:8][C:9]2[C:10]3[N:11]([C:15]([C:19]([NH:21][CH2:22][CH:23]=[O:24])=[O:20])=[C:16]([CH3:18])[N:17]=3)[CH:12]=[CH:13][CH:14]=2)[CH2:2][CH2:3][CH2:4][CH2:5][CH2:6]1 |f:4.5.6|. Procedure: To a solution of 200 mg of 8-(cyclohexylmethoxy)-N-(2,2-dimethoxyethyl)-2-methylimidazolo[1,2-a]pyridine-3-carboxamide in 2 mL of dioxane was added 6 M hydrochloric acid, followed by stirring for 7 hours. To the reaction mixture were added saturated brine and ethyl acetate to carry out a layer separation operation. To the obtained aqueous layer was added a 1 M aqueous sodium hydroxide solution, and the resulting solid was collected by filtration and dried to obtain 165 mg of 8-(cyclohexylmethoxy... RXN SMILES: [B:41]([Br:42])([Br:43])[Br:44].[Cl:1][c:2]1[cH:3][cH:4][c:5]([CH:8]([CH:9]([CH2:10][CH2:11][CH3:12])[c:13]2[cH:14][cH:15][c:16]([C:17](=[O:18])[NH:19][CH2:20][CH2:21][C:22](=[O:23])[O:24][CH2:25][CH3:26])[cH:27][cH:28]2)[c:29]2[cH:30][c:31]3[cH:32][cH:33][c:34]([O:39][CH3:40])[cH:35][c:36]3[cH:37][cH:38]2)[cH:6][cH:7]1.[Cl:45][CH2:46][Cl:47]>>[Cl:1][c:2]1[cH:3][cH:4][c:5]([CH:8]([CH:9]([CH2:10][CH2:11][CH3:12])[c:13]2[cH:14][cH:15][c:16]([C:17](=[O:18])[NH:19][CH2:20][CH2:21][C:22](=[O:23])[O:24][CH2:25][CH3:26])[cH:27][cH:28]2)[c:29]2[cH:30][c:31]3[cH:32][cH:33][c:34]([OH:39])[cH:35][c:36]3[cH:37][cH:38]2)[cH:6][cH:7]1. The product is CCCC(c1ccc(C(=O)NCCC(=O)OCC)cc1)C(c1ccc(Cl)cc1)c1ccc2cc(O)ccc2c1. The reactants are BrB(Br)Br, CCCC(c1ccc(C(=O)NCCC(=O)OCC)cc1)C(c1ccc(Cl)cc1)c1ccc2cc(OC)ccc2c1, ClCCl. The reactants are O=C([O-])[O-], CN(C)C=O, O=c1[nH]nnn1-c1ccc(Cl)cc1F, FCCCBr, [K+], [K+], O. Yields the product O=c1n(CCCF)nnn1-c1ccc(Cl)cc1F. RXN SMILES: [C:20](=[O:21])([O-:22])[O-:23].[CH3:27][N:28]([CH3:29])[CH:30]=[O:31].[Cl:1][c:2]1[cH:3][c:4]([F:14])[c:5](-[n:8]2[n:9][n:10][nH:11][c:12]2=[O:13])[cH:6][cH:7]1.[F:15][CH2:16][CH2:17][CH2:18][Br:19].[K+:24].[K+:25].[OH2:26]>>[Cl:1][c:2]1[cH:3][c:4]([F:14])[c:5](-[n:8]2[n:9][n:10][n:11]([CH2:18][CH2:17][CH2:16][F:15])[c:12]2=[O:13])[cH:6][cH:7]1.